This data is from the Open Reaction Database (ORD), a public repository of structured organic reaction records. The task is: describe an organic reaction: reactants, conditions, products, and yield Reactants: C (methane), C(C)(C)(C)C=1C=C(C(O)=CC1)O (4-tert-butyl catechol), C1(=CC=C(C=C1)S(=O)(=O)O)C (p-toluenesulfonic acid), CC=1C=CC=CC1C (o-xylene). Run in O (Water). The product is C(=C)C1=CC=C(C=C1)CC1=CC=C(C=C1)C=C (BVPM). Reaction SMILES: C.[C:2]([C:6]1[CH:7]=[C:8](O)[C:9](=[CH:11][CH:12]=1)O)([CH3:5])(C)C.[C:14]1(C)C=CC(S(O)(=O)=O)=C[CH:15]=1.C[C:26]1[CH:27]=[CH:28][CH:29]=[CH:30][C:31]=1[CH3:32]>O>[CH:2]([C:6]1[CH:12]=[CH:11][C:9]([CH2:32][C:31]2[CH:26]=[CH:27][C:28]([CH:14]=[CH2:15])=[CH:29][CH:30]=2)=[CH:8][CH:7]=1)=[CH2:5]. Reported procedure: The mixture of 10.02 g (0.0391 mole) of bis-[4-(]-hydroxyethyl)phenyl]-methane (BHEPM) 0.010 g of 4-tert-butyl catechol, 0.125 g (1.248% of BHEPM weight or 5.050 mmole/L) p-toluenesulfonic acid (monohydrate) (TSA), and 120 mL of o-xylene was heated at the boiling temperature for 1.5 hours. Water released during the dehydration was azeotroped from the system. Then, the reaction mixture was washed successively by the distilled water, 2-3% solution of sodium bicarbonate (NaHCO3), and by water again... The reactants are CN(C(=O)CC(=O)O)c1ccccc1, CCOC(C)=O, CCN(C(C)C)C(C)C, Cn1ccnc1-c1cc2nccc(Oc3ccc(N)cc3F)c2s1, CN(C)C=O, O. Yields the product CN(C(=O)CC(=O)Nc1ccc(Oc2ccnc3cc(-c4nccn4C)sc23)c(F)c1)c1ccccc1. Reaction SMILES: [CH3:25][N:26]([C:27]([CH2:28][C:29](=[O:30])[OH:31])=[O:32])[c:33]1[cH:34][cH:35][cH:36][cH:37][cH:38]1.[CH3:53][CH2:54][O:55][C:56]([CH3:57])=[O:58].[CH:39]([N:40]([CH2:41][CH3:42])[CH:43]([CH3:44])[CH3:45])([CH3:46])[CH3:47].[F:1][c:2]1[cH:3][c:4]([NH2:24])[cH:5][cH:6][c:7]1[O:8][c:9]1[c:10]2[c:11]([n:12][cH:13][cH:14]1)[cH:15][c:16](-[c:18]1[n:19]([CH3:23])[cH:20][cH:21][n:22]1)[s:17]2.[O:48]=[CH:49][N:50]([CH3:51])[CH3:52].[OH2:59]>>[F:1][c:2]1[cH:3][c:4]([NH:24][C:29]([CH2:28][C:27]([N:26]([CH3:25])[c:33]2[cH:34][cH:35][cH:36][cH:37][cH:38]2)=[O:32])=[O:30])[cH:5][cH:6][c:7]1[O:8][c:9]1[c:10]2[c:11]([n:12][cH:13][cH:14]1)[cH:15][c:16](-[c:18]1[n:19]([CH3:23])[cH:20][cH:21][n:22]1)[s:17]2. Starting materials: CCN=C=NCCCN(C)C, CCOC(=O)CCNC, CN(C)C=O, Cl, O, O, O=C(O)c1ccc([N+](=O)[O-])cc1, On1nnc2ccccc21. Product: CCOC(=O)CCN(C)C(=O)c1ccc([N+](=O)[O-])cc1. RXN SMILES: [CH2:34]([N:35]=[C:36]=[N:37][CH2:38][CH2:39][CH2:40][N:41]([CH3:42])[CH3:43])[CH3:44].[CH3:13][NH:14][CH2:15][CH2:16][C:17](=[O:18])[O:19][CH2:20][CH3:21].[CH3:46][N:47]([CH3:48])[CH:49]=[O:50].[ClH:33].[OH2:22].[OH2:45].[OH:1][C:2](=[O:3])[c:4]1[cH:5][cH:6][c:7]([N+:10]([O-:11])=[O:12])[cH:8][cH:9]1.[OH:23][n:24]1[c:25]2[cH:26][cH:27][cH:28][cH:29][c:30]2[n:31][n:32]1>>[C:2](=[O:3])([c:4]1[cH:5][cH:6][c:7]([N+:10]([O-:11])=[O:12])[cH:8][cH:9]1)[N:14]([CH3:13])[CH2:15][CH2:16][C:17](=[O:18])[O:19][CH2:20][CH3:21]. Starting materials: product, NCC#CC1=CC(=C(NC2=C(C(=O)NOCCO)C=CC(=C2F)F)C=C1)F (2-[4-(3-amino-1-propynyl)-2-fluoroanilino]-3,4-difluoro-N-(2-hydroxyethoxy)benzamide). Solvent: CCO (EtOH), [Pd] (Pd/C). Product: NCCCC1=CC(=C(NC2=C(C(=O)NOCCO)C=CC(=C2F)F)C=C1)F (2-[4-(3-aminopropyl)-2-fluoroanilino]-3,4-difluoro-N-(2-hydroxyethoxy)benzamide). Isolated yield 46.0%. RXN SMILES: [NH2:1][CH2:2][C:3]#[C:4][C:5]1[CH:26]=[CH:25][C:8]([NH:9][C:10]2[C:22]([F:23])=[C:21]([F:24])[CH:20]=[CH:19][C:11]=2[C:12]([NH:14][O:15][CH2:16][CH2:17][OH:18])=[O:13])=[C:7]([F:27])[CH:6]=1>CCO.[Pd]>[NH2:1][CH2:2][CH2:3][CH2:4][C:5]1[CH:26]=[CH:25][C:8]([NH:9][C:10]2[C:22]([F:23])=[C:21]([F:24])[CH:20]=[CH:19][C:11]=2[C:12]([NH:14][O:15][CH2:16][CH2:17][OH:18])=[O:13])=[C:7]([F:27])[CH:6]=1. Procedure details: The product of Example 9, 2-[4-(3-amino-1-propynyl)-2-fluoroanilino]-3,4-difluoro-N-(2-hydroxyethoxy)benzamide was dissolved in absolute EtOH and hydrogenated in the presence of 5% Pd/C by the general procedure of Example 1, Step D. Purification of the resulting oil was carried out by column chromatography on silica gel (1% NH4OH in 25% MeOH/CH2Cl2 as eluant) to give 2-[4-(3-aminopropyl)-2-fluoroanilino]-3,4-difluoro-N-(2-hydroxyethoxy)benzamide as a cream solid (46%); m.p. (MeOH/CH2Cl2) 178–181... The reactants are C(C)(=O)O[C@@]1([C@]2(CC)[C@@H](C=C1)[C@@H]1CCC3=CC(CC[C@@H]3[C@H]1CC2)=O)C#C (17β-acetoxy-17α-ethynyl-18-methyl-4,15-estradien-3-one), C([O-])(O)=O.[Na+] (sodium bicarbonate), CO (methanol), Cl.NO (hydroxylamine hydrochloride). Run in O (water). Run at time 1.5 hour. The product is C(C)(=O)O[C@@]1([C@]2(CC)[C@@H](C=C1)[C@@H]1CCC3=CC(CC[C@@H]3[C@H]1CC2)=NO)C#C (17β-acetoxy-17α-ethynyl-18-methyl-4,15-estradien-3-one oxime). As a reaction SMILES: [C:1]([O:4][C@@:5]1([C:25]#[CH:26])[CH:11]=[CH:10][C@H:9]2[C@H:12]3[C@H:21]([CH2:22][CH2:23][C@:6]12[CH2:7][CH3:8])[C@@H:20]1[C:15](=[CH:16][C:17](=O)[CH2:18][CH2:19]1)[CH2:14][CH2:13]3)(=[O:3])[CH3:2].CO.Cl.[NH2:30][OH:31].C(=O)(O)[O-].[Na+]>O>[C:1]([O:4][C@@:5]1([C:25]#[CH:26])[CH:11]=[CH:10][C@H:9]2[C@H:12]3[C@H:21]([CH2:22][CH2:23][C@:6]12[CH2:7][CH3:8])[C@@H:20]1[C:15](=[CH:16][C:17](=[N:30][OH:31])[CH2:18][CH2:19]1)[CH2:14][CH2:13]3)(=[O:3])[CH3:2] |f:2.3,4.5|. Procedure details: As described in Example 22, 2.4 g. of 17β-acetoxy-17α-ethynyl-18-methyl-4,15-estradien-3-one in 60 ml. of methanol and 2 ml. of water is reacted with 1.0 g. of hydroxylamine hydrochloride and 1.0 g. of sodium bicarbonate. After 1.5 hours, the reaction mixture is worked up analogously to Example 22. After the crude product has been chromatographed on silica gel with acetone-hexane, 760 mg. of 17β-acetoxy-17α-ethynyl-18-methyl-4,15-estradien-3-one oxime is obtained. The reactants are pentapeptide, C1CCC(CC1)N=C=NC2CCCCC2 (DCC), C=1C=CC2=C(C1)N=NN2O.O (HOBT H2O), CN1CCOCC1 (N-methylmorpholine), Acetic acid(10 μl). The solvent is CN(C)C=O (DMF), CN(C)C=O (DMF). Reaction conditions: time 17 hour. Yields the product C1(CCCCC1)NC(NC1CCCCC1)=O (dicyclohexyl urea). Reaction SMILES: [CH2:1]1[CH2:6][CH2:5][CH:4]([N:7]=[C:8]=[N:9][CH:10]2[CH2:15][CH2:14][CH2:13][CH2:12][CH2:11]2)[CH2:3][CH2:2]1.C1C=CC2N([OH:25])N=NC=2C=1.O.CN1CCOCC1>CN(C=O)C>[CH:10]1([NH:9][C:8](=[O:25])[NH:7][CH:4]2[CH2:3][CH2:2][CH2:1][CH2:6][CH2:5]2)[CH2:15][CH2:14][CH2:13][CH2:12][CH2:11]1 |f:1.2|. Procedure details: DCys(O3Bu4N)-Pro-DThg-Leu-resin prepared in the same manner described in Example 5, was acylated with Boc-DTrp(CHO) by the standard protocol described in Example 5. The resulting resin was washed successively with DMF, methanol, and dichloromethane and dried in vacuo to give Boc-DTrp(CHO)-DCys(O3Bu4N)-Pro-nThg-Leu-resin. The resin was added to TFA/water(95/5, 20 ml) and the mixture was stirred at room temperature for 1.5 h and filtered. The collected resin was washed with TFA and the combined fi...